Dataset: the Open Reaction Database (ORD), a public repository of structured organic reaction records. Task: describe an organic reaction: reactants, conditions, products, and yield Starting materials: COc1c(Br)ccc2c1CCN(C(=O)C(F)(F)F)CC2, O=C([O-])[O-], CN(C)C=O, CB1OB(C)OB(C)O1, [K+], [K+], c1ccc(P(c2ccccc2)(c2ccccc2)[Pd](P(c2ccccc2)(c2ccccc2)c2ccccc2)(P(c2ccccc2)(c2ccccc2)c2ccccc2)P(c2ccccc2)(c2ccccc2)c2ccccc2)cc1. Product: COc1c(C)ccc2c1CCN(C(=O)C(F)(F)F)CC2. RXN SMILES: [Br:16][c:17]1[c:18]([O:34][CH3:35])[c:19]2[c:20]([cH:32][cH:33]1)[CH2:21][CH2:22][N:23]([C:26]([C:27]([F:28])([F:29])[F:30])=[O:31])[CH2:24][CH2:25]2.[C:1](=[O:2])([O-:3])[O-:4].[CH3:36][N:37]([CH3:38])[CH:39]=[O:40].[CH3:7][B:8]1[O:9][B:10]([CH3:11])[O:12][B:13]([CH3:14])[O:15]1.[K+:5].[K+:6].[cH:41]1[cH:42][cH:43][c:44]([P:45]([Pd:46]([P:47]([c:48]2[cH:49][cH:50][cH:51][cH:52][cH:53]2)([c:54]2[cH:55][cH:56][cH:57][cH:58][cH:59]2)[c:60]2[cH:61][cH:62][cH:63][cH:64][cH:65]2)([P:66]([c:67]2[cH:68][cH:69][cH:70][cH:71][cH:72]2)([c:73]2[cH:74][cH:75][cH:76][cH:77][cH:78]2)[c:79]2[cH:80][cH:81][cH:82][cH:83][cH:84]2)[P:85]([c:86]2[cH:87][cH:88][cH:89][cH:90][cH:91]2)([c:92]2[cH:93][cH:94][cH:95][cH:96][cH:97]2)[c:98]2[cH:99][cH:100][cH:101][cH:102][cH:103]2)([c:104]2[cH:105][cH:106][cH:107][cH:108][cH:109]2)[c:110]2[cH:111][cH:112][cH:113][cH:114][cH:115]2)[cH:116][cH:117]1>>[CH3:1][c:17]1[c:18]([O:34][CH3:35])[c:19]2[c:20]([cH:32][cH:33]1)[CH2:21][CH2:22][N:23]([C:26]([C:27]([F:28])([F:29])[F:30])=[O:31])[CH2:24][CH2:25]2. Yields the product ON=C(N)C=1C=C2C=NNC2=CC1 (N′-hydroxy-1H-indazole-5-carboximidamide). Procedure details: The title compound was prepared following procedure described for Intermediate 1, step 2, but starting from 1H-indazole-5-carbonitrile (JW-Pharmalab, 0.50 g; 3.49 mmol) as a beige solid (560 mg, 91%). 1H NMR (DMSO-d6) δ 13.12 (s, 1H), 9.54 (s, 1H), 8.10 (s, 1H), 8.04 (s, 1H), 7.71 (d, J=8.7 Hz, 1H), 7.49 (d, J=8.7 Hz, 1H), 5.82 (bs, 2H). Starting materials: ON=C(N)C1=CC2=C(NC=N2)C=C1 (N′-hydroxy-1H-benzimidazole-5-carboximidamide), N1N=CC2=CC(=CC=C12)C#N (1H-indazole-5-carbonitrile). As a reaction SMILES: [OH:1][N:2]=[C:3]([C:5]1[CH:13]=[CH:12][C:8]2[NH:9]C=N[C:7]=2[CH:6]=1)[NH2:4].[NH:14]1[C:22]2C(=CC(C#N)=CC=2)C=N1>>[OH:1][N:2]=[C:3]([C:5]1[CH:6]=[C:7]2[C:8](=[CH:12][CH:13]=1)[NH:9][N:14]=[CH:22]2)[NH2:4]. Reactants: CCCCOC(=O)c1nc(O)c2cc(OC3CCCCC3)ccc2c1O, Cc1ccccc1, O=P(Br)(Br)Br. Yields the product CCCCOC(=O)c1nc(Br)c2cc(OC3CCCCC3)ccc2c1O. RXN SMILES: [CH2:1]([CH2:2][CH2:3][CH3:4])[O:5][C:6](=[O:7])[c:8]1[n:9][c:10]([OH:26])[c:11]2[cH:12][c:13]([O:19][CH:20]3[CH2:21][CH2:22][CH2:23][CH2:24][CH2:25]3)[cH:14][cH:15][c:16]2[c:17]1[OH:18].[CH3:32][c:33]1[cH:34][cH:35][cH:36][cH:37][cH:38]1.[P:27]([Br:28])([Br:29])([Br:30])=[O:31]>>[CH2:1]([CH2:2][CH2:3][CH3:4])[O:5][C:6](=[O:7])[c:8]1[n:9][c:10]([Br:29])[c:11]2[cH:12][c:13]([O:19][CH:20]3[CH2:21][CH2:22][CH2:23][CH2:24][CH2:25]3)[cH:14][cH:15][c:16]2[c:17]1[OH:18]. Reactants: O=C([O-])[O-], O=C1CN(c2cc3cc(Br)ccc3cc2OCc2ccccc2)S(=O)(=O)N1, C=CB(OCCCC)OCCCC, COCCOC, [Na+], [Na+]. Product: C=Cc1ccc2cc(OCc3ccccc3)c(N3CC(=O)NS3(=O)=O)cc2c1. As a reaction SMILES: [C:41](=[O:42])([O-:43])[O-:44].[CH2:1]([c:2]1[cH:3][cH:4][cH:5][cH:6][cH:7]1)[O:8][c:9]1[c:10]([N:20]2[CH2:21][C:22](=[O:27])[NH:23][S:24]2(=[O:25])=[O:26])[cH:11][c:12]2[cH:13][c:14]([Br:19])[cH:15][cH:16][c:17]2[cH:18]1.[CH2:28]([CH2:29][CH2:39][CH3:40])[O:30][B:31]([CH:32]=[CH2:33])[O:34][CH2:35][CH2:36][CH2:37][CH3:38].[CH3:47][O:48][CH2:49][CH2:50][O:51][CH3:52].[Na+:45].[Na+:46]>>[CH2:1]([c:2]1[cH:3][cH:4][cH:5][cH:6][cH:7]1)[O:8][c:9]1[c:10]([N:20]2[CH2:21][C:22](=[O:27])[NH:23][S:24]2(=[O:25])=[O:26])[cH:11][c:12]2[cH:13][c:14]([CH:28]=[CH2:29])[cH:15][cH:16][c:17]2[cH:18]1. Reactants: COc1cc(C(=O)N(C)C)ccc1OCCCBr, CCO, CC#N, Fc1ccc2c(C3CCNCC3)noc2c1, [K+], [K+], O=C([O-])[O-]. Product: COc1cc(C(=O)N(C)C)ccc1OCCCN1CCC(c2noc3cc(F)ccc23)CC1. As a reaction SMILES: [CH3:17][N:18]([C:19]([c:20]1[cH:21][c:22]([O:31][CH3:32])[c:23]([O:26][CH2:27][CH2:28][CH2:29][Br:30])[cH:24][cH:25]1)=[O:33])[CH3:34].[CH3:41][CH2:42][OH:43].[CH3:44][C:45]#[N:46].[F:1][c:2]1[cH:3][c:4]2[c:5]([c:6]([CH:9]3[CH2:10][CH2:11][NH:12][CH2:13][CH2:14]3)[n:7][o:8]2)[cH:15][cH:16]1.[K+:35].[K+:36].[O-:37][C:38]([O-:39])=[O:40]>>[F:1][c:2]1[cH:3][c:4]2[c:5]([c:6]([CH:9]3[CH2:10][CH2:11][N:12]([CH2:29][CH2:28][CH2:27][O:26][c:23]4[c:22]([O:31][CH3:32])[cH:21][c:20]([C:19]([N:18]([CH3:17])[CH3:34])=[O:33])[cH:25][cH:24]4)[CH2:13][CH2:14]3)[n:7][o:8]2)[cH:15][cH:16]1. Starting materials: C(C1=CC=CC=C1)Br (benzylbromide), [H-].[Na+] (NaH), C(C1=CC=CC=C1)OCC#CCO (4-benzyloxy-2-butyn-1-ol), C(C#CCO)O (2-butyn-1,4-diol), C(C)(C)(C)C1=CC=C(C=C1)S(=O)(=O)NC1=NC(=NC(=C1OC1=C(C=CC=C1)OC)Cl)C1=NC=CC=N1 (4-tert.-butyl-N-[6-chloro-5-(o-methoxyphenoxy)-2-(2-pyrimidinyl)4-pyrimidinyl]benzene sulfonamide). The solvent is C(C)(=O)OCC (ethyl acetate), CN(C)C=O.C1CCOC1 (DMF THF). Run at temperature 50 celsius, time 20 hour. Yields the product N (ammonia), C(C)(C)(C)C1=CC=C(C=C1)S(=O)(=O)NC1=NC(=NC(=C1OC1=C(C=CC=C1)OC)OCC#CCOCC1=CC=CC=C1)C1=NC=CC=N1 (4-tert.-butyl-N-[6-(4-benzyloxy-2-butynyloxy)-5-(o-methoxyphenoxy)-2-(2-pyrimidinyl)-4-pyrimidinyl]benzene sulfonamide). Yield: 79.0%. Reaction SMILES: [CH2:1]([O:8][CH2:9][C:10]#[C:11][CH2:12][OH:13])[C:2]1[CH:7]=[CH:6][CH:5]=[CH:4][CH:3]=1.C(O)C#CCO.C(Br)C1C=CC=CC=1.[H-].[Na+].[C:30]([C:34]1[CH:39]=[CH:38][C:37]([S:40]([NH:43][C:44]2[C:49]([O:50][C:51]3[CH:56]=[CH:55][CH:54]=[CH:53][C:52]=3[O:57][CH3:58])=[C:48](Cl)[N:47]=[C:46]([C:60]3[N:65]=[CH:64][CH:63]=[CH:62][N:61]=3)[N:45]=2)(=[O:42])=[O:41])=[CH:36][CH:35]=1)([CH3:33])([CH3:32])[CH3:31]>CN(C=O)C.C1COCC1.C(OCC)(=O)C>[NH3:43].[C:30]([C:34]1[CH:39]=[CH:38][C:37]([S:40]([NH:43][C:44]2[C:49]([O:50][C:51]3[CH:56]=[CH:55][CH:54]=[CH:53][C:52]=3[O:57][CH3:58])=[C:48]([O:13][CH2:12][C:11]#[C:10][CH2:9][O:8][CH2:1][C:2]3[CH:7]=[CH:6][CH:5]=[CH:4][CH:3]=3)[N:47]=[C:46]([C:60]3[N:65]=[CH:64][CH:63]=[CH:62][N:61]=3)[N:45]=2)(=[O:42])=[O:41])=[CH:36][CH:35]=1)([CH3:33])([CH3:31])[CH3:32] |f:3.4,6.7|. Procedure: To a solution of 390 mg of 4-benzyloxy-2-butyn-1-ol (prepared starting from 2-butyn-1,4-diol and benzylbromide in analogy to a procedure reported in Tetrahedron Left. 38 (1997), 7887-7890) in 5 ml DMF:THF 1:1 was added 97 mg of 55% NaH in mineral oil. After the evolution of gas had ceased, 250 mg of 4-tert.-butyl-N-[6-chloro-5-(o-methoxyphenoxy)-2-(2-pyrimidinyl)4-pyrimidinyl]benzene sulfonamide (Example 5a) was added and the mixture was stirred at 50° C. for 20 h before it was diluted with 75 m... Reactants: ClC=1NC=C(N1)[N+](=O)[O-] (2-chloro-4-nitro-1H-imidazole), CC1(OC1)CN1CCN(CC1)C1=CC=C(C=C1)C(F)(F)F (1-(2-methyloxiran-2-ylmethyl)-4-(4-trifluoromethylphenyl)piperazine), C(O)([O-])=O.[Na+] (sodium hydrogencarbonate). Solvent: C(CC)O (1-propanol). The product is FC(C1=CC=C(C=C1)N1CCN(CC1)CC1(CN2C(O1)=NC(=C2)[N+](=O)[O-])C)(F)F (2-[4-(4-trifluoromethylphenyl)piperazin-1-yl]methyl-2-methyl-6-nitro-2,3-dihydroimidazo[2,1-b]oxazole). Yield: 30.2%. RXN SMILES: Cl[C:2]1[NH:3][CH:4]=[C:5]([N+:7]([O-:9])=[O:8])[N:6]=1.[CH3:10][C:11]1([CH2:14][N:15]2[CH2:20][CH2:19][N:18]([C:21]3[CH:26]=[CH:25][C:24]([C:27]([F:30])([F:29])[F:28])=[CH:23][CH:22]=3)[CH2:17][CH2:16]2)[CH2:13][O:12]1.C(=O)([O-])O.[Na+]>C(O)CC>[F:30][C:27]([F:28])([F:29])[C:24]1[CH:23]=[CH:22][C:21]([N:18]2[CH2:17][CH2:16][N:15]([CH2:14][C:11]3([CH3:10])[O:12][C:2]4=[N:6][C:5]([N+:7]([O-:9])=[O:8])=[CH:4][N:3]4[CH2:13]3)[CH2:20][CH2:19]2)=[CH:26][CH:25]=1 |f:2.3|. Procedure: To a solution of 2-chloro-4-nitro-1H-imidazole (1.59 g, 10.8 mmol) and 1-(2-methyloxiran-2-ylmethyl)-4-(4-trifluoromethylphenyl)piperazine (3.23 g, 10.8 mmol) in 1-propanol (20 ml), sodium hydrogencarbonate (1.95 g, 23.8 mmol) was added followed by stirring under reflux overnight. The reaction mixture was concentrated under reduced pressure. The residue was added water, and the solution was extracted with methylene chloride. The organic phase was dried over sodium sulfate and then filtered. The ...